This data is from the Open Reaction Database (ORD), a public repository of structured organic reaction records. The task is: describe an organic reaction: reactants, conditions, products, and yield Reaction conditions: time 15 minute. As a reaction SMILES: C([Li])CCC.N1CCOCC1.[O:12]1[CH:16]=[CH:15][C:14]([CH:17]=[O:18])=[CH:13]1.C([Li])(CC)C.[Si:24](Cl)([C:27]([CH3:30])([CH3:29])[CH3:28])([CH3:26])[CH3:25].Cl>CCCCCC.O1CCCC1.C1CCCCC1>[Si:24]([C:16]1[O:12][CH:13]=[C:14]([CH:17]=[O:18])[CH:15]=1)([C:27]([CH3:30])([CH3:29])[CH3:28])([CH3:26])[CH3:25]. Reported procedure: n-Butyl lithium (a 2.5M solution) in hexane; 8.3 ml, 20.8 mmol) was added to a solution of morpholine (1.81 ml, 20 mmol) in tetrahydrofuran (100 ml) at -78° C. under argon. After 20 minutes 3-furaldehyde (1.8 ml, 20.8 mmol) was added. After another 15 minutes, sec-butyl lithium (a 1.3M solution in cyclohexane; 16.8 ml, 21.9 mmol) was added dropwise and stirring continued at -78° C. for 1 hour before a solution of t-butyldimethylsilyl chloride (9.4 g, 62.4 mmol) in tetrahydrofuran (10 ml) was add... Run in O1CCCC1 (tetrahydrofuran), CCCCCC (hexane), C1CCCCC1 (cyclohexane), O1CCCC1 (tetrahydrofuran). Product: [Si](C)(C)(C(C)(C)C)C=1OC=C(C1)C=O (2-(tert-Butyldimethylsilyl)-4-furaldehyde). Reactants: [Si](C)(C)(C(C)(C)C)Cl (t-butyldimethylsilyl chloride), C(CCC)[Li] (n-Butyl lithium), C(C)(CC)[Li] (sec-butyl lithium), N1CCOCC1 (morpholine), O1C=C(C=C1)C=O (3-furaldehyde), solution, ice, Cl (hydrochloric acid), solution.